This data is from the Open Reaction Database (ORD), a public repository of structured organic reaction records. The task is: describe an organic reaction: reactants, conditions, products, and yield Reactants: OC1=CC=C(C(=O)O)C=C1 (p-hydroxybenzoic acid), CC(CO)CC ((-)-2-methylbutanol), S(O)(O)(=O)=O (sulfuric acid). Solvent: C1(=CC=CC=C1)C (toluene). Product: OC1=CC=C(C(=O)OCC(CC)C)C=C1 (2-methylbutyl 4-hydroxybenzoate). The yield is 82.9%. RXN SMILES: [OH:1][C:2]1[CH:10]=[CH:9][C:5]([C:6]([OH:8])=[O:7])=[CH:4][CH:3]=1.[CH3:11][CH:12]([CH2:15][CH3:16])[CH2:13]O.S(=O)(=O)(O)O>C1(C)C=CC=CC=1>[OH:1][C:2]1[CH:10]=[CH:9][C:5]([C:6]([O:8][CH2:11][CH:12]([CH3:13])[CH2:15][CH3:16])=[O:7])=[CH:4][CH:3]=1. Procedure details: 4.0 g of p-hydroxybenzoic acid and 12.5 g of (-)-2-methylbutanol were refluxed for 6 hours in toluene in the presence of sulfuric acid, while removing the generated water out from the reaction system. Subsequently, the reaction solution was washed with water to remove sulfuric acid out. The reaction solution was then dried and concentrated, and the concentrate was purified by column chromatography, to obtain 5.0 g of the objective ester compound (liquid state at room temperature, [α]D23 =4.9° (C...